This data is from the Open Reaction Database (ORD), a public repository of structured organic reaction records. The task is: describe an organic reaction: reactants, conditions, products, and yield Starting materials: FC1=C(COC2=CC=[N+](C=C2)[O-])C=CC(=C1)F (4-(2,4-difluorobenzyloxy)pyridine-1-oxide), C(C)(=O)OC(C)=O (acetic anhydride). Run at time 1 hour. Product: FC1=C(COC2=CC(NC=C2)=O)C=CC(=C1)F (4-(2,4-difluorobenzyloxy)-1H-pyridin-2-one). Yield: 31.0%. Reaction SMILES: [F:1][C:2]1[CH:16]=[C:15]([F:17])[CH:14]=[CH:13][C:3]=1[CH2:4][O:5][C:6]1[CH:11]=[CH:10][N+:9]([O-])=[CH:8][CH:7]=1.C(OC(=O)C)(=[O:20])C>>[F:1][C:2]1[CH:16]=[C:15]([F:17])[CH:14]=[CH:13][C:3]=1[CH2:4][O:5][C:6]1[CH:11]=[CH:10][NH:9][C:8](=[O:20])[CH:7]=1. Procedure: A solution of 4-(2,4-difluorobenzyloxy)pyridine-1-oxide (13.4 g, 57 mmol) in acetic anhydride (30 mL) was stirred at reflux for 4 h. The solvent was removed under reduced pressure, the residue was diluted with 1:1 MeOH/water (60 mL), and the mixture was stirred at room temperature for 1 h. The solvent was removed under reduced pressure. Purification by flash column chromatography (silica, eluent methylene chloride to 9:1 methylene chloride/methanol) provided 4-(2,4-difluorobenzyloxy)-1H-pyridin-... The reactants are [H-].[Na+] (sodium hydride), ice water, BrC1=CC(=C(C=C1)C(C)Br)CBr (1-bromo-4-(1-bromoethyl)-3-bromomethylbenzene), CC=1C=CC(=CC1)S(=O)(=O)N (p-toluene sulfonamide). Solvent: CN(C)C=O (DMF), CN(C)C=O (DMF), CN(C)C=O (DMF). Run at temperature 60 celsius, time 1 hour. Product: BrC=1C=C2CN(C(C2=CC1)C)S(=O)(=O)C1=CC=C(C=C1)C (5-bromo-1-methyl-2-(p-toluene sulfonyl)isoindoline). Isolated yield 77.8%. Reaction SMILES: [H-].[Na+].[CH3:3][C:4]1[CH:5]=[CH:6][C:7]([S:10]([NH2:13])(=[O:12])=[O:11])=[CH:8][CH:9]=1.[Br:14][C:15]1[CH:20]=[CH:19][C:18]([CH:21](Br)[CH3:22])=[C:17]([CH2:24]Br)[CH:16]=1>CN(C=O)C>[Br:14][C:15]1[CH:16]=[C:17]2[C:18](=[CH:19][CH:20]=1)[CH:21]([CH3:22])[N:13]([S:10]([C:7]1[CH:6]=[CH:5][C:4]([CH3:3])=[CH:9][CH:8]=1)(=[O:12])=[O:11])[CH2:24]2 |f:0.1|. Procedure: 3.97 g of about 60% sodium hydride was suspended in 70 ml of DMF, and 50 ml of DMF solution of 8.49 g of p-toluene sulfonamide in was added thereto, and the resulting mixture was stirred at 60° C. for 1 hour, and 50 ml of DMF solution of 17.70 g of 1-bromo-4-(1-bromoethyl)-3-bromomethylbenzene (3-7) was dropped thereto, which was stirred at the same temperature for 2 hours. The reaction solution was poured into ice water and extracted with chloroform and the resulting organic layer was dried ove... The reactants are C1CCN(CC1)C(=O)CC#N (1-cyanoacetylpiperidine), BrCC (bromoethane), C(CCC)[Li] (n-butyllithium), CCCCCC (hexane). Solvent: C1CCOC1 (THF). The product is C(C)C(C#N)(CC)C(=O)N1CCCCC1 (2-ethyl-2-(1-piperidinylcarbonyl)butanenitrile). RXN SMILES: [CH2:1]1[CH2:6][CH2:5][N:4]([C:7]([CH2:9][C:10]#[N:11])=[O:8])[CH2:3][CH2:2]1.Br[CH2:13][CH3:14].[CH2:15]([Li])[CH2:16]CC.CCCCCC>C1COCC1>[CH2:15]([C:9]([C:7]([N:4]1[CH2:5][CH2:6][CH2:1][CH2:2][CH2:3]1)=[O:8])([CH2:13][CH3:14])[C:10]#[N:11])[CH3:16]. Procedure details: The compound was synthesized from 1-cyanoacetylpiperidine (1.52 g, 10 mmol), bromoethane (3.73 mL, 50 mmol) and 1.6M n-butyllithium in hexane (13.75 mL, 22 mmol) in 40 mL of THF according to the method described in Example 393A to give 0.92 g. MS (ESI(+)) m/e 209 (M+H)+; 226 (M+NH4)+; 1H NMR (300 MHz, DMSO-d6) δ 3.44-3.67 (m, 4H), 2.00-2.10 (m, 2H), 1.79-1.86 (m, 2H), 1.43-1.70 (m, 6H), 1.03-1.07 (m, 6H). Starting materials: N1=CC=CC=C1 (pyridine), benzylpenicillin sulphoxide, C(C)(=O)Br (acetyl bromide), C/C(=N\[Si](C)(C)C)/O[Si](C)(C)C (N,O-bis(trimethylsilyl)acetamide), C[Si](NS(=O)(=O)N[Si](C)(C)C)(C)C (N,N'-bis-trimethylsilyl sulphamide). Conditions: temperature 0 celsius, time 30 minute. The solvent is O1CCOCC1 (dioxane). Procedure details: 0.36 ml (4.5 mmoles) of pyridine were added to a suspension of 0.525 g (1.50 mmoles) of benzylpenicillin sulphoxide in 10 ml of dioxane and the resulting solution was cooled to 0° C. followed by the addition of 0.05 ml (0.5 mmole) of acetyl bromide and the reaction mixture was stirred for 30 minutes at 0° C. 0.49 ml (1.9 mmoles) of N,O-bis(trimethylsilyl)acetamide and 0.38 g (1.6 mmoles) of N,N'-bis-trimethylsilyl sulphamide were added. The mixture was heated to reflux and after 4 hours at reflu... Product: C1(=CC=CC=C1)CC(=O)N (phenylacetamide). As a reaction SMILES: N1[CH:6]=[CH:5][CH:4]=[CH:3][CH:2]=1.[C:7](Br)(=O)C.[CH3:11]/[C:12](/[O:18][Si](C)(C)C)=[N:13]\[Si](C)(C)C.C[Si](C)(C)NS(N[Si](C)(C)C)(=O)=O>O1CCOCC1>[C:2]1([CH2:11][C:12]([NH2:13])=[O:18])[CH:7]=[CH:6][CH:5]=[CH:4][CH:3]=1.